From a dataset of the Open Reaction Database (ORD), a public repository of structured organic reaction records. describe an organic reaction: reactants, conditions, products, and yield The reactants are OC1=CC(OC(=C1)C1=CC=CC=C1)=O (4-hydroxy-6 -phenyl-2H-pyran-2-one), ( 8 ), N1CCCCC1 (piperidine), ( 100 ), [K+].[Br-] (KBr), ( 46 ), ( 28 ), ( 16 ), ( 49 ), C(CC(C)C)=O (isovaleraldehyde), C1(CCCCC1)S (cyclohexylmercaptan), ( 50 ). The solvent is C(C)(=O)O (acetic acid), C(C)O (ethanol). The product is C1(CCCCC1)SC(CC(C)C)C=1C(OC(=CC1O)C1=CC=CC=C1)=O (3-[l-(Cyclohexylthio)-3-methylbutyl]-4-hydroxy-6-phenyl-2H-pyran-2-one). Reaction SMILES: [OH:1][C:2]1[CH:7]=[C:6]([C:8]2[CH:13]=[CH:12][CH:11]=[CH:10][CH:9]=2)[O:5][C:4](=[O:14])[CH:3]=1.[CH:15](=O)[CH2:16][CH:17]([CH3:19])[CH3:18].[CH:21]1([SH:27])[CH2:26][CH2:25][CH2:24][CH2:23][CH2:22]1.N1CCCCC1.[K+].[Br-]>C(O)C.C(O)(=O)C>[CH:21]1([S:27][CH:15]([C:3]2[C:4](=[O:14])[O:5][C:6]([C:8]3[CH:9]=[CH:10][CH:11]=[CH:12][CH:13]=3)=[CH:7][C:2]=2[OH:1])[CH2:16][CH:17]([CH3:19])[CH3:18])[CH2:26][CH2:25][CH2:24][CH2:23][CH2:22]1 |f:4.5|. Procedure details: The title compound was prepared by Method C using 4-hydroxy-6 -phenyl-2H-pyran-2-one (1.5 g, 7.98 mmol), isovaleraldehyde (076 g, 8.78 mmol), cyclohexylmercaptan (2.04 g, 17.56 mmol), piperidine, (1.0 mL), acetic acid (1.0 mL) and ethanol (20 mL).m.p. 210-212° C.; 1H NMR (400 MHz, DMSO-d6) δ0.89 (t, 6 H), 1.36 (m, 6 H), 1.44 (m, 1 H), 1.56 (m, 2 H), 1.69 (m, 2 H), 1.81 (m, 1 H), 2.08 (m, 2 H), 2.61 (brm, 1 H), 4.22 (m, 1 H), 6.67 (s, 1 H), 7.53 (m, 3 H), 7.78 (m, 2 H); IR (KBr) 3106, 2928, 2851,... Reactants: [BH4-], C1CCOC1, CO, [K+], O=[N+]([O-])c1ccc(Sc2cccc(Br)c2)cc1. Product: Nc1ccc(Sc2cccc(Br)c2)cc1. Reaction SMILES: [BH4-:23].[CH2:1]1[O:2][CH2:3][CH2:4][CH2:5]1.[CH3:25][OH:26].[K+:24].[N+:6]([O-:7])(=[O:8])[c:9]1[cH:10][cH:11][c:12]([S:15][c:16]2[cH:17][c:18]([Br:22])[cH:19][cH:20][cH:21]2)[cH:13][cH:14]1>>[NH2:6][c:9]1[cH:10][cH:11][c:12]([S:15][c:16]2[cH:17][c:18]([Br:22])[cH:19][cH:20][cH:21]2)[cH:13][cH:14]1. Reactants: [N+](=O)([O-])C=1C=C(C(=O)NC2=CC(=CC=C2)[N+](=O)[O-])C=C(C1)[N+](=O)[O-] (3,3',5-trinitrobenzanilide), [H][H] (hydrogen). Reagents/catalysts: [Pd] (palladium-on-charcoal). The solvent is O1CCOCC1 (dioxane). The product is NC=1C=C(C(=O)NC2=CC(=CC=C2)N)C=C(C1)N (3,3',5-Triaminobenzanilide). Reaction SMILES: [N+:1]([C:4]1[CH:5]=[C:6]([CH:19]=[C:20]([N+:22]([O-])=O)[CH:21]=1)[C:7]([NH:9][C:10]1[CH:15]=[CH:14][CH:13]=[C:12]([N+:16]([O-])=O)[CH:11]=1)=[O:8])([O-])=O.[H][H]>[Pd].O1CCOCC1>[NH2:22][C:20]1[CH:19]=[C:6]([CH:5]=[C:4]([NH2:1])[CH:21]=1)[C:7]([NH:9][C:10]1[CH:15]=[CH:14][CH:13]=[C:12]([NH2:16])[CH:11]=1)=[O:8]. Procedure details: A solution of 13.29 gm. (0.04 mole) of 3,3',5-trinitrobenzanilide in 150 ml. of dioxane is hydrogenated at three atmospheres of hydrogen using 1 gm. of 10% palladium-on-charcoal catalyst. The catalyst is removed by filtration, the filtrate evaporated to dryness under reduced pressure, and the residue dried by distilling 200 ml. of benzene from the reaction mixture. Starting materials: O1C(=CC=C1)C1N=C(CC(N1)(C)C)C (2-furyl-4,4,6-trimethyl-2,3,4,5-tetrahydropyrimidine), [OH-].[Na+] (sodium hydroxide). Reaction SMILES: [O:1]1[CH:5]=[CH:4][CH:3]=[C:2]1[CH:6]1[NH:11][C:10]([CH3:13])([CH3:12])[CH2:9][C:8]([CH3:14])=[N:7]1.[OH-].[Na+]>>[O:1]1[CH:5]=[CH:4][CH:3]=[C:2]1[C:6]1[NH:11][C:10]([CH3:13])([CH3:12])[CH2:9][CH:8]([CH3:14])[N:7]=1 |f:1.2|. Reported procedure: A sample of 150 g. of 2-furyl-4,4,6-trimethyl-2,3,4,5-tetrahydropyrimidine and 10 g. of solid sodium hydroxide were heated to 180° C. over a 2 hr. period. The resulting product was distilled under diminished pressure to yield 52 grams of 2-furyl-4,4,6-trimethyl-3,4,5,6-tetrahydropyrimidine b2.0 120°-122° C., solidified during distillation; infrared spectrum, 3.06μ, NH, 6.20μ, C=N. Nuclear magnetic resonance spectrum, solvent CDCl3 ; δ in ppm. 7.38 m, 1H; 6.90 m, 1H; 6.40 m, 1H; 3.55 m, 1H; 1.72 ... Product: O1C(=CC=C1)C1=NC(CC(N1)(C)C)C (2-furyl-4,4,6-trimethyl-3,4,5,6-tetrahydropyrimidine).